Dataset: the Open Reaction Database (ORD), a public repository of structured organic reaction records. Task: describe an organic reaction: reactants, conditions, products, and yield Reactants: OC(C)C(C(=O)O)CCCC1=CC=CC=C1 (2-(1-hydroxyethyl)-5-phenylpentanoic acid), ON1N=NC2=C1C=CC=C2 (1-hydroxy-1H-benzotriazole), C(C)N(C(C)C)C(C)C (N-ethyldiisopropylamine), Cl.CN(CCCN=C=NCC)C (N′-(3-dimethylaminopropyl)-N-ethylcarbodiimide hydrochloride), NC(CC)C=1C(NC(=NN1)CC1=CC(=C(C=C1)OC)OCC)=O (6-(1-aminopropyl)-3-(3-ethoxy-4-methoxybenzyl)-1,2,4-triazin-5(4H)-one). The product is C(C)OC=1C=C(CC2=NN=C(C(N2)=O)C(CC)NC(C(CCCC2=CC=CC=C2)C(C)O)=O)C=CC1OC (N-{1-[3-(3-ethoxy-4-methoxybenzyl)-5-oxo-4,5-dihydro-1,2,4-triazin-6-yl]propyl}2-(1-hydroxyethyl)-5-phenylpentanamide). As a reaction SMILES: [OH:1][CH:2]([CH:4]([CH2:8][CH2:9][CH2:10][C:11]1[CH:16]=[CH:15][CH:14]=[CH:13][CH:12]=1)[C:5]([OH:7])=O)[CH3:3].ON1C2C=CC=CC=2N=N1.C(N(C(C)C)C(C)C)C.Cl.CN(C)CCCN=C=NCC.[NH2:48][CH:49]([C:52]1[C:53](=[O:70])[NH:54][C:55]([CH2:58][C:59]2[CH:64]=[CH:63][C:62]([O:65][CH3:66])=[C:61]([O:67][CH2:68][CH3:69])[CH:60]=2)=[N:56][N:57]=1)[CH2:50][CH3:51]>>[CH2:68]([O:67][C:61]1[CH:60]=[C:59]([CH:64]=[CH:63][C:62]=1[O:65][CH3:66])[CH2:58][C:55]1[NH:54][C:53](=[O:70])[C:52]([CH:49]([NH:48][C:5](=[O:7])[CH:4]([CH:2]([OH:1])[CH3:3])[CH2:8][CH2:9][CH2:10][C:11]2[CH:16]=[CH:15][CH:14]=[CH:13][CH:12]=2)[CH2:50][CH3:51])=[N:57][N:56]=1)[CH3:69] |f:3.4|. Procedure: 423 mg (1.90 mmol) of 2-(1-hydroxyethyl)-5-phenylpentanoic acid, are reacted analogously to Example 39A with 257 mg (1.90 mmol) of 1-hydroxy-1H-benzotriazole, 328 mg (2.54 mmol) of N-ethyldiisopropylamine, 365 mg (1.90 mmol) of N′-(3-dimethylaminopropyl)-N-ethylcarbodiimide hydrochloride and 432 mg (1.27 mmol) of 6-(1-aminopropyl)-3-(3-ethoxy-4-methoxybenzyl)-1,2,4-triazin-5(4H)-one to give N-{1-[3-(3-ethoxy-4-methoxybenzyl)-5-oxo-4,5-dihydro-1,2,4-triazin-6-yl]propyl}2-(1-hydroxyethyl)-5-phenyl... Reactants: C1(CC1)N(C(C1=CC=C(C=C1)C1=CN=CO1)=O)C1CCN(CC1)C(NO)=N (N-cyclopropyl-N-[1-(N-hydroxycarbamimidoyl)-piperidin-4-yl]-4-oxazol-5-yl-benzamide), C1(CCC1)C(=O)Cl (cyclobutanecarbonyl chloride). Product: C1(CCC1)C1=NC(=NO1)N1CCC(CC1)N(C(C1=CC=C(C=C1)C1=CN=CO1)=O)C1CC1 (N-[1-(5-Cyclobutyl-[1,2,4]oxadiazol-3-yl)-piperidin-4-yl]-N-cyclopropyl-4-oxazol-5-yl-benzamide). RXN SMILES: [CH:1]1([N:4]([CH:18]2[CH2:23][CH2:22][N:21]([C:24](=[NH:27])[NH:25][OH:26])[CH2:20][CH2:19]2)[C:5](=[O:17])[C:6]2[CH:11]=[CH:10][C:9]([C:12]3[O:16][CH:15]=[N:14][CH:13]=3)=[CH:8][CH:7]=2)[CH2:3][CH2:2]1.[CH:28]1([C:32](Cl)=O)[CH2:31][CH2:30][CH2:29]1>>[CH:28]1([C:32]2[O:26][N:25]=[C:24]([N:21]3[CH2:22][CH2:23][CH:18]([N:4]([CH:1]4[CH2:3][CH2:2]4)[C:5](=[O:17])[C:6]4[CH:11]=[CH:10][C:9]([C:12]5[O:16][CH:15]=[N:14][CH:13]=5)=[CH:8][CH:7]=4)[CH2:19][CH2:20]3)[N:27]=2)[CH2:31][CH2:30][CH2:29]1. Procedure: The title compound is prepared from N-cyclopropyl-N-[1-(N-hydroxycarbamimidoyl)-piperidin-4-yl]-4-oxazol-5-yl-benzamide and cyclobutanecarbonyl chloride following a procedure analogous to that described in Example 47. LC (method 2): tR=1.27 min; Mass spectrum (ESI+): m/z=434 [M+H]+. The reactants are Cl (HCl), COC(C(CC=1N(C2=CC=C(C=C2C1S(=O)(=O)C1=CC=CC=C1)C(C)C)C1=CC=C(C=C1)[N+](=O)[O-])(C)C)=O (methyl[1-(4-nitrophenyl)-α,α-dimethyl-5-isopropyl-3-phenylsulfonylindole-2-propanoate]), ester, [OH-].[Na+] (NaOH). Reagents/catalysts: [Pd] (Pd/C), catalyst. Run in CO.C1CCOC1 (MeOH THF), C(C)(=O)OCC (ethyl acetate). Run at time 16 hour. Product: NC1=CC=C(CN2C(=C(C3=CC(=CC=C23)C(C)C)S(=O)(=O)C2=CC=CC=C2)CC(C(=O)O)(C)C)C=C1 (1-(p-aminobenzyl)-α,α-dimethyl-5-isopropyl-3-phenylsulfonylindole-2-propanoic acid). Reaction SMILES: C[O:2][C:3](=[O:38])[C:4]([CH3:37])([CH3:36])[CH2:5][C:6]1[N:7](C2C=CC([N+]([O-])=O)=CC=2)[C:8]2[C:13]([C:14]=1[S:15]([C:18]1[CH:23]=[CH:22][CH:21]=[CH:20][CH:19]=1)(=[O:17])=[O:16])=[CH:12][C:11]([CH:24]([CH3:26])[CH3:25])=[CH:10][CH:9]=2.[OH-].[Na+].Cl>C(OCC)(=O)C.CO.C1COCC1.[Pd]>[NH2:7][C:8]1[CH:13]=[CH:12][C:11]([CH2:24][N:7]2[C:8]3[C:13](=[CH:12][C:11]([CH:24]([CH3:26])[CH3:25])=[CH:10][CH:9]=3)[C:14]([S:15]([C:18]3[CH:23]=[CH:22][CH:21]=[CH:20][CH:19]=3)(=[O:17])=[O:16])=[C:6]2[CH2:5][C:4]([CH3:36])([CH3:37])[C:3]([OH:2])=[O:38])=[CH:10][CH:9]=1 |f:1.2,5.6|. Reported procedure: A solution of 480 mg methyl[1-(4-nitrophenyl)-α,α-dimethyl-5-isopropyl-3-phenylsulfonylindole-2-propanoate] in 45 ml ethyl acetate was heated with 100 mg Pd/C (5%) catalyst and the solution hydrogenated a 45 psi for 16h. A further 50 mg catalyst was added and the hydrogenation continued for another 16h. The catalyst was removed by filtration through celite and the product isolated (480 mg) after removal of solvent. Hydrolysis was achieved by treatment of the ester with 2N NaOH in 3 ml MeOH/THF 1... The reactants are O=C(Cl)CCCBr, CC(C)=O, Nc1ccc(O)cc1. The product is O=C(CCCBr)Nc1ccc(O)cc1. Reaction SMILES: [Br:9][CH2:10][CH2:11][CH2:12][C:13](=[O:14])[Cl:15].[CH3:16][C:17](=[O:18])[CH3:19].[NH2:1][c:2]1[cH:3][cH:4][c:5]([OH:8])[cH:6][cH:7]1>>[NH:1]([c:2]1[cH:3][cH:4][c:5]([OH:8])[cH:6][cH:7]1)[C:13]([CH2:12][CH2:11][CH2:10][Br:9])=[O:14]. The reactants are CN(C)C(C1C(CCCC1)O)C1=CC=CC=C1 (2-(dimethylaminophenylmethyl)cyclohexanol), CC(C)(C)[O-].[K+] (potassium tert-butylate), FC=1C=C(CCl)C=CC1 (3-fluorobenzyl chloride). The solvent is CS(=O)C (dimethylsulfoxide). Conditions: temperature 100 celsius. Yields the product Cl.FC=1C=C(COC2C(CCCC2)C(C2=CC=CC=C2)N(C)C)C=CC1 ({[2-(3-fluorobenzyloxy)cyclohexyl]phenylmethyl}-dimethylamine hydrochloride). The yield is 16.8%. As a reaction SMILES: [CH3:1][N:2]([CH:4]([C:12]1[CH:17]=[CH:16][CH:15]=[CH:14][CH:13]=1)[CH:5]1[CH2:10][CH2:9][CH2:8][CH2:7][CH:6]1[OH:11])[CH3:3].CC([O-])(C)C.[K+].[F:24][C:25]1[CH:26]=[C:27]([CH:30]=[CH:31][CH:32]=1)[CH2:28][Cl:29]>CS(C)=O>[ClH:29].[F:24][C:25]1[CH:26]=[C:27]([CH:30]=[CH:31][CH:32]=1)[CH2:28][O:11][CH:6]1[CH2:7][CH2:8][CH2:9][CH2:10][CH:5]1[CH:4]([N:2]([CH3:1])[CH3:3])[C:12]1[CH:13]=[CH:14][CH:15]=[CH:16][CH:17]=1 |f:1.2,5.6|. Reported procedure: 1.00 g (4.29 mmole) of the 2-(dimethylaminophenylmethyl)cyclohexanol prepared according to Example 1 (3rd stage) were dissolved in 5 ml dimethylsulfoxide, analytical grade, and 503 mg (4.48 mmole) potassium tert-butylate were added at 50° C. The mixture was then heated to 100° C. and 323 μl (2.61 mmole) 3-fluorobenzyl chloride were added. This addition was repeated twice more after in each case two hours, and the reaction mixture was then heated at 100° C. for a further 15 hours. Working up was ...